From a dataset of the Open Reaction Database (ORD), a public repository of structured organic reaction records. describe an organic reaction: reactants, conditions, products, and yield As a reaction SMILES: [CH3:1][O:2][C:3]1[CH:4]=[C:5]([OH:11])[CH:6]=[CH:7][C:8]=1[O:9][CH3:10].[CH2:12]([CH:14]1[O:16][CH2:15]1)Cl>>[CH3:1][O:2][C:3]1[CH:4]=[C:5]([CH:6]=[CH:7][C:8]=1[O:9][CH3:10])[O:11][CH2:12][CH:14]1[CH2:15][O:16]1. Procedure details: The title compound was prepared from 3,4-dimethoxy-phenol and epichlorohydrin employing the procedures as set forth in Step 1 of Example 2. Product: COC=1C=C(OCC2OC2)C=CC1OC (2-(3,4-Dimethoxy-phenoxymethyl)-oxirane). Starting materials: COC=1C=C(C=CC1OC)O (3,4-dimethoxy-phenol), C(Cl)C1CO1 (epichlorohydrin). Reactants: NC1=NC=C(C(=N1)N)CC1=CC(=C(C=C1)OC)OCC1=CC=CC=C1 (2,4-diamino-5-(3-benzyloxy-4-methoxybenzyl)pyrimidine), Cl (hydrochloric acid), [H][H] (hydrogen). RXN SMILES: [NH2:1][C:2]1[N:7]=[C:6]([NH2:8])[C:5]([CH2:9][C:10]2[CH:15]=[CH:14][C:13]([O:16][CH3:17])=[C:12]([O:18]CC3C=CC=CC=3)[CH:11]=2)=[CH:4][N:3]=1.[ClH:26].[H][H]>CO.[Pd]>[ClH:26].[NH2:1][C:2]1[N:7]=[C:6]([NH2:8])[C:5]([CH2:9][C:10]2[CH:15]=[CH:14][C:13]([O:16][CH3:17])=[C:12]([OH:18])[CH:11]=2)=[CH:4][N:3]=1 |f:5.6|. Solvent: CO (methanol). The reagents and catalysts are [Pd] (Palladium-on-charcoal). Procedure: A solution of 55 g (0.15 mole) of 2,4-diamino-5-(3-benzyloxy-4-methoxybenzyl)pyrimidine from the preceding step in 2500 ml of methanol and 20 ml of concentrated hydrochloric acid is hydrogenated at about 2.5 to 3.0 atm. in the presence of 4 g of 10% Palladium-on-charcoal catalyst. After the uptake of hydrogen has stopped (3.5 hr.) the catalyst is filtered and the filtrate concentrated in vacuo to 250 ml. The crystalline product weighs 41.5 g (90%), m.p. 230°-32°. The product is Cl.NC1=NC=C(C(=N1)N)CC1=CC(=C(C=C1)OC)O (2,4-Diamino-5-(3'-hydroxy-4'-methoxybenzyl)pyrimidine hydrochloride). The solvent is C1CCOC1 (THF), C1CCOC1 (THF). The yield is 85.3%. The product is C(CC)[Si@@H]1CC[C@H](CC1)CC[C@@H]1CC[C@H](CC1)C1=CC(=C(C=C1)C1=CC=C(C=C1)F)F (4-(trans-4-(2-(trans-4-n-propyl-4-silacyclohexyl)ethyl)cyclohexyl)-2,4'-difluorobiphenyl). Procedure: 38.3 g (0.1 mol) of 4-(trans-4-bromomethylcyclohexyl)-2,4'-difluorobiphenyl was dripped into a mixture of 2.5 g (0.11 mol) of magnesium and 300 ml of THF to obtain a Grignard's reagent. This solution was then dripped into a 500 ml THF solution of 0.5 g of triethyl phosphate, 0.1 g of copper (I) iodide and 22.1 g (0.1 mol) of trans-1-bromomethyl-4-n-propyl-4-silacyclohexane. After a conventional after treatment, purification was conducted by means of chromatography to obtain 37.6 g (yield 81.3%) ... The reactants are BrC[C@@H]1CC[C@H](CC1)C1=CC(=C(C=C1)C1=CC=C(C=C1)F)F (4-(trans-4-bromomethylcyclohexyl)-2,4'-difluorobiphenyl), [Mg] (magnesium), BrC[C@@H]1CC[Si@H](CC1)CCC (trans-1-bromomethyl-4-n-propyl-4-silacyclohexane). As a reaction SMILES: Br[CH2:2][C@H:3]1[CH2:8][CH2:7][C@H:6]([C:9]2[CH:14]=[CH:13][C:12]([C:15]3[CH:20]=[CH:19][C:18]([F:21])=[CH:17][CH:16]=3)=[C:11]([F:22])[CH:10]=2)[CH2:5][CH2:4]1.[Mg].Br[CH2:25][C@H:26]1[CH2:31][CH2:30][Si@H:29]([CH2:32][CH2:33][CH3:34])[CH2:28][CH2:27]1>[Cu]I.P(OCC)(OCC)(OCC)=O.C1COCC1>[CH2:32]([Si@H:29]1[CH2:30][CH2:31][C@H:26]([CH2:25][CH2:2][C@H:3]2[CH2:8][CH2:7][C@H:6]([C:9]3[CH:14]=[CH:13][C:12]([C:15]4[CH:20]=[CH:19][C:18]([F:21])=[CH:17][CH:16]=4)=[C:11]([F:22])[CH:10]=3)[CH2:5][CH2:4]2)[CH2:27][CH2:28]1)[CH2:33][CH3:34]. The reagents and catalysts are [Cu]I (copper (I) iodide), P(=O)(OCC)(OCC)OCC (triethyl phosphate).